This data is from the Open Reaction Database (ORD), a public repository of structured organic reaction records. The task is: describe an organic reaction: reactants, conditions, products, and yield Starting materials: [Pb]=O (Lead oxide), C(C(C)C)NC(NC1=CC(=CC=C1)NC(=O)NC1=CC=C(C=C1)Cl)=S (1-(3-isobutylthioureido)-3-(3-p-chlorophenylureido)benzene), N (ammonia). The solvent is C(C)O (ethanol). Conditions: time 7 day. The product is Cl.C(C(C)C)NC(NC1=CC(=CC=C1)NC(=O)NC1=CC=C(C=C1)Cl)=N (1-(3-isobutylguanidino)-3-(3-p-chlorophenylureido)benzene hydrochloride). RXN SMILES: [Pb]=O.[CH2:3]([NH:7][C:8](=S)[NH:9][C:10]1[CH:15]=[CH:14][CH:13]=[C:12]([NH:16][C:17]([NH:19][C:20]2[CH:25]=[CH:24][C:23]([Cl:26])=[CH:22][CH:21]=2)=[O:18])[CH:11]=1)[CH:4]([CH3:6])[CH3:5].[NH3:28]>C(O)C>[ClH:26].[CH2:3]([NH:7][C:8](=[NH:28])[NH:9][C:10]1[CH:15]=[CH:14][CH:13]=[C:12]([NH:16][C:17]([NH:19][C:20]2[CH:25]=[CH:24][C:23]([Cl:26])=[CH:22][CH:21]=2)=[O:18])[CH:11]=1)[CH:4]([CH3:6])[CH3:5] |f:4.5|. Reported procedure: Lead oxide (PbO, 0.8 g.) is added to a solution of 1-(3-isobutylthioureido)-3-(3-p-chlorophenylureido)benzene (1.13 g.) in ethanol which has been saturated with ammonia gas (50 ml.). The mixture is stirred at room temperature for 7 days, the solids are filtered off, washed thoroughly with boiling ethanol and the combined filtrates are evaporated to dryness. The residual gum is dissolved in ethanol (5 ml.) and saturated ethereal hydrochloric acid (3 ml.) is added, followed by dry ether (150 ml.).... The reactants are CC(C)CC(Nc1nn(C)cc1Br)C(=O)NCC#N, CC(C)(C)OC(=O)N1CCN(c2ccc(B(O)O)cc2)CC1, [Na+], [Na+], O=C([O-])[O-], CN(C)C=O, O. The product is CC(C)CC(Nc1nn(C)cc1-c1ccc(N2CCN(C(=O)OC(C)(C)C)CC2)cc1)C(=O)NCC#N. RXN SMILES: [Br:1][c:2]1[c:3]([NH:8][CH:9]([CH2:10][CH:11]([CH3:12])[CH3:13])[C:14](=[O:15])[NH:16][CH2:17][C:18]#[N:19])[n:4][n:5]([CH3:7])[cH:6]1.[C:20]([CH3:21])([CH3:22])([CH3:23])[O:24][C:25](=[O:26])[N:27]1[CH2:28][CH2:29][N:30]([c:33]2[cH:34][cH:35][c:36]([B:39]([OH:40])[OH:41])[cH:37][cH:38]2)[CH2:31][CH2:32]1.[Na+:42].[Na+:43].[O-:44][C:45](=[O:46])[O-:47].[O:49]=[CH:50][N:51]([CH3:52])[CH3:53].[OH2:48]>>[c:2]1(-[c:36]2[cH:35][cH:34][c:33]([N:30]3[CH2:29][CH2:28][N:27]([C:25]([O:24][C:20]([CH3:21])([CH3:22])[CH3:23])=[O:26])[CH2:32][CH2:31]3)[cH:38][cH:37]2)[c:3]([NH:8][CH:9]([CH2:10][CH:11]([CH3:12])[CH3:13])[C:14](=[O:15])[NH:16][CH2:17][C:18]#[N:19])[n:4][n:5]([CH3:7])[cH:6]1. Procedure details: There are heated for 8 hours at reflux, in toluene and with good agitation, 283 of 4-dimethylamino benzylidene camphor (prepared in Example 1) and 186 g of methyl paratoluenesulfonate. A white solid which precipitates is then filtered and dried, yielding 417 g of product which after recrystallization in ethanol gives 362 g of white crystals, having a melting point of 305° C. The product is C1(=CC=C(C=C1)S(=O)(=O)[O-])C.O=C1C2(CCC(C1=CC1=CC=C(C=C1)[N+](C)(C)C)C2(C)C)C (4-[(2-oxo-3-bornylidene)methyl]phenyl trimethylammonium paratoluene sulfonate). The solvent is C1(=CC=CC=C1)C (toluene). As a reaction SMILES: [CH3:1][N:2]([CH3:21])[C:3]1[CH:20]=[CH:19][C:6]([CH:7]=[C:8]2[CH:13]3[C:14]([CH3:16])([CH3:15])[C:10]([CH3:17])([CH2:11][CH2:12]3)[C:9]2=[O:18])=[CH:5][CH:4]=1.[C:22]1([CH3:33])[CH:27]=[CH:26][C:25]([S:28]([O:31]C)(=[O:30])=[O:29])=[CH:24][CH:23]=1>C1(C)C=CC=CC=1>[C:22]1([CH3:33])[CH:23]=[CH:24][C:25]([S:28]([O-:31])(=[O:29])=[O:30])=[CH:26][CH:27]=1.[O:18]=[C:9]1[C:8](=[CH:7][C:6]2[CH:5]=[CH:4][C:3]([N+:2]([CH3:22])([CH3:1])[CH3:21])=[CH:20][CH:19]=2)[CH:13]2[C:14]([CH3:16])([CH3:15])[C:10]1([CH3:17])[CH2:11][CH2:12]2 |f:3.4|. Starting materials: CN(C1=CC=C(C=C2C(C3(CCC2C3(C)C)C)=O)C=C1)C (4-dimethylamino benzylidene camphor), C1(=CC=C(C=C1)S(=O)(=O)OC)C (methyl paratoluenesulfonate). RXN SMILES: [Br-:30].[C:24](=[O:25])([O-:26])[O-:27].[CH3:1][O:2][c:3]1[c:4](-[c:9]2[c:10](=[O:21])[nH:11][c:12](-[c:15]3[cH:16][cH:17][cH:18][cH:19][cH:20]3)[n:13][cH:14]2)[cH:5][cH:6][cH:7][cH:8]1.[CH3:22][I:23].[CH3:31][CH2:32][CH2:33][CH2:34][N+:35]([CH2:36][CH2:37][CH2:38][CH3:39])([CH2:40][CH2:41][CH2:42][CH3:43])[CH2:44][CH2:45][CH2:46][CH3:47].[CH3:48][c:49]1[cH:50][cH:51][cH:52][cH:53][cH:54]1.[K+:28].[K+:29].[OH2:55]>>[CH3:1][O:2][c:3]1[c:4](-[c:9]2[c:10](=[O:21])[n:11]([CH3:24])[c:12](-[c:15]3[cH:16][cH:17][cH:18][cH:19][cH:20]3)[n:13][cH:14]2)[cH:5][cH:6][cH:7][cH:8]1. Yields the product COc1ccccc1-c1cnc(-c2ccccc2)n(C)c1=O. Reactants: [Br-], O=C([O-])[O-], COc1ccccc1-c1cnc(-c2ccccc2)[nH]c1=O, CI, CCCC[N+](CCCC)(CCCC)CCCC, Cc1ccccc1, [K+], [K+], O. Product: ClC=1C=C(C=CC1F)S(=O)(=O)NCC1(CCNCC1)C1=CC=C(C=C1)I (3-chloro-4-fluoro-N-[4-(4-iodo-phenyl)-piperidin-4-ylmethyl]-benzenesulfonamide). Reaction conditions: time 3 hour. Isolated yield 25.0%. Procedure details: To a stirred solution of 4-[(3-chloro-4-fluoro-benzenesulfonylamino)-methyl]-4-(4-iodo-phenyl)-piperidine-1 carboxylic acid tert-butyl ester (0.09 g, 0.16 mmol) in CH2Cl2 (1.5 mL) at 0° C. was added TFA (0.5 mL, to give a 25% v/v solution). The mixture was stirred at room temperature for 3 h. TLC (4:1 hexanes/EtOAc) showed no starting material left. The solvent was removed by rotary evaporation and the resulting liquid was evaporated from toluene (2×10 mL), diluted with EtOAc (100 mL) and washed... The solvent is C(Cl)Cl (CH2Cl2). Starting materials: C(C)(C)(C)OC(=O)N1CCC(CC1)(C1=CC=C(C=C1)I)CNS(=O)(=O)C1=CC(=C(C=C1)F)Cl (4-[(3-chloro-4-fluoro-benzenesulfonylamino)-methyl]-4-(4-iodo-phenyl)-piperidine-1 carboxylic acid tert-butyl ester), C(=O)(C(F)(F)F)O (TFA), hexanes EtOAc. RXN SMILES: C(OC([N:8]1[CH2:13][CH2:12][C:11]([CH2:21][NH:22][S:23]([C:26]2[CH:31]=[CH:30][C:29]([F:32])=[C:28]([Cl:33])[CH:27]=2)(=[O:25])=[O:24])([C:14]2[CH:19]=[CH:18][C:17]([I:20])=[CH:16][CH:15]=2)[CH2:10][CH2:9]1)=O)(C)(C)C.C(O)(C(F)(F)F)=O>C(Cl)Cl>[Cl:33][C:28]1[CH:27]=[C:26]([S:23]([NH:22][CH2:21][C:11]2([C:14]3[CH:15]=[CH:16][C:17]([I:20])=[CH:18][CH:19]=3)[CH2:10][CH2:9][NH:8][CH2:13][CH2:12]2)(=[O:25])=[O:24])[CH:31]=[CH:30][C:29]=1[F:32]. The reactants are [Cu](C#N)C#N (copper cyanide), ClC1=CC(=NC=C1I)C(=O)N1CCC2=CC(=CC=C12)F ((4-chloro-5-iodo-pyridin-2-yl)-(5-fluoro-2,3-dihydro-indol-1-yl)-methanone), d-water. The solvent is CN(C)C=O (DMF). Run at time 2 hour. Yields the product ClC1=CC(=NC=C1C#N)C(=O)N1CCC2=CC(=CC=C12)F (4-chloro-6-(5-fluoro-2,3-dihydro-indole-1-carbonyl)-nicotinonitrile). As a reaction SMILES: [Cu](C#N)[C:2]#[N:3].[Cl:6][C:7]1[C:12](I)=[CH:11][N:10]=[C:9]([C:14]([N:16]2[C:24]3[C:19](=[CH:20][C:21]([F:25])=[CH:22][CH:23]=3)[CH2:18][CH2:17]2)=[O:15])[CH:8]=1>CN(C=O)C>[Cl:6][C:7]1[C:12]([C:2]#[N:3])=[CH:11][N:10]=[C:9]([C:14]([N:16]2[C:24]3[C:19](=[CH:20][C:21]([F:25])=[CH:22][CH:23]=3)[CH2:18][CH2:17]2)=[O:15])[CH:8]=1. Procedure: Under a nitrogen atmosphere 45 mg (0.50 mmol) copper cyanide were added to 0.10 g (0.25 mmol) (4-chloro-5-iodo-pyridin-2-yl)-(5-fluoro-2,3-dihydro-indol-1-yl)-methanone in 1.5 mL DMF and the mixture was stirred for 2 h at RT. The reaction mixture was stirred overnight at 100° C. and then mixed with d-water. The precipitate formed was suction filtered and dried. Reactants: C(=O)(C(F)(F)F)O (TFA), FC1(C(C1)C(=O)NC1=CC=C2C(=NN(C2=C1)C1OCCCC1)C1=NC2=C(N1)C=CC(=C2)N2CCOCC2)F (2,2-difluoro-N-(3-(5-morpholino-1H-benzo[d]imidazol-2-yl)-1-(tetrahydro-2H-pyran-2-yl)-1H-indazol-6-yl)cyclopropan-ecarboxamide). Run in C(Cl)Cl (CH2Cl2). Conditions: time 8 hour. Yields the product FC1(C(C1)C(=O)NC1=CC=C2C(=NNC2=C1)C1=NC2=C(N1)C=C(C=C2)N2CCOCC2)F (2,2-difluoro-N-(3-(6-morpholino-1H-benzo[d]imidazol-2-yl)-1H-indazol-6-yl)cyclopropanecarboxamide). The yield is 52.3%. RXN SMILES: C(O)(C(F)(F)F)=O.[F:8][C:9]1([F:45])[CH2:11][CH:10]1[C:12]([NH:14][C:15]1[CH:23]=[C:22]2[C:18]([C:19]([C:30]3[NH:34][C:33]4[CH:35]=[CH:36][C:37]([N:39]5[CH2:44][CH2:43][O:42][CH2:41][CH2:40]5)=[CH:38][C:32]=4[N:31]=3)=[N:20][N:21]2C2CCCCO2)=[CH:17][CH:16]=1)=[O:13]>C(Cl)Cl>[F:45][C:9]1([F:8])[CH2:11][CH:10]1[C:12]([NH:14][C:15]1[CH:23]=[C:22]2[C:18]([C:19]([C:30]3[NH:31][C:32]4[CH:38]=[C:37]([N:39]5[CH2:44][CH2:43][O:42][CH2:41][CH2:40]5)[CH:36]=[CH:35][C:33]=4[N:34]=3)=[N:20][NH:21]2)=[CH:17][CH:16]=1)=[O:13]. Procedure details: TFA (546 mg, 4.78 mmol) was added to solution of 2,2-difluoro-N-(3-(5-morpholino-1H-benzo[d]imidazol-2-yl)-1-(tetrahydro-2H-pyran-2-yl)-1H-indazol-6-yl)cyclopropan-ecarboxamide (25 mg, 0.048 mmol) in CH2Cl2 (5 mL). The reaction mixture was stirred overnight at room temperature, and then the solvent was removed in vacuo. Purification by flash chromatography (5% CH3OH/CH2Cl2) afforded the title compound (11 mg) as a solid. 1H NMR: (400 MHz, CD3OD): δ 8.28 (d, 1H, J=1.2 Hz), 8.19 (d, 1H, J=8.8 Hz),... Product: Fc1ccc(NC(c2ccc(F)cc2)C2CCN(CCCNc3ncccn3)CC2)cc1. As a reaction SMILES: [C:34](=[O:35])([OH:36])[O-:37].[CH2:39]([OH:40])[CH2:41][CH2:42][CH3:43].[Cl:1][CH2:2][CH2:3][CH2:4][N:5]1[CH2:6][CH2:7][CH:8]([CH:11]([NH:12][c:13]2[cH:14][cH:15][c:16]([F:19])[cH:17][cH:18]2)[c:20]2[cH:21][cH:22][c:23]([F:26])[cH:24][cH:25]2)[CH2:9][CH2:10]1.[NH2:27][c:28]1[n:29][cH:30][cH:31][cH:32][n:33]1.[Na+:38]>>[CH2:2]([CH2:3][CH2:4][N:5]1[CH2:6][CH2:7][CH:8]([CH:11]([NH:12][c:13]2[cH:14][cH:15][c:16]([F:19])[cH:17][cH:18]2)[c:20]2[cH:21][cH:22][c:23]([F:26])[cH:24][cH:25]2)[CH2:9][CH2:10]1)[NH:27][c:28]1[n:29][cH:30][cH:31][cH:32][n:33]1. Reactants: O=C([O-])O, CCCCO, Fc1ccc(NC(c2ccc(F)cc2)C2CCN(CCCCl)CC2)cc1, Nc1ncccn1, [Na+].